This data is from the Open Reaction Database (ORD), a public repository of structured organic reaction records. The task is: describe an organic reaction: reactants, conditions, products, and yield Starting materials: [Si](C1=CC=CC=C1)(C1=CC=CC=C1)(C(C)(C)C)OC[C@H]1OC(C=C1)=O ((25)-2-[[tert-butyl(diphenyl)silyl]oxymethyl]-2H-furan-5-one), [Si](C1=CC=CC=C1)(C1=CC=CC=C1)(C(C)(C)C)OC[C@H]1OC(C=C1)=O ((25)-2-[[tert-butyl(diphenyl)silyl]oxymethyl]-2H-furan-5-one). The reagents and catalysts are [Pd] (palladium on carbon). The solvent is CCOC(=O)C (EtOAc). Product: [Si](C1=CC=CC=C1)(C1=CC=CC=C1)(C(C)(C)C)OC[C@@H]1CCC(O1)=O ((5S)-5-[[tert-butyl(diphenyl)silyl]oxymethyl]tetrahydrofuran-2-one). The yield is 95.2%. Reaction SMILES: [Si:1]([O:18][CH2:19][C@@H:20]1[CH:24]=[CH:23][C:22](=[O:25])[O:21]1)([C:14]([CH3:17])([CH3:16])[CH3:15])([C:8]1[CH:13]=[CH:12][CH:11]=[CH:10][CH:9]=1)[C:2]1[CH:7]=[CH:6][CH:5]=[CH:4][CH:3]=1>CCOC(C)=O.[Pd]>[Si:1]([O:18][CH2:19][C@H:20]1[O:21][C:22](=[O:25])[CH2:23][CH2:24]1)([C:14]([CH3:17])([CH3:15])[CH3:16])([C:8]1[CH:13]=[CH:12][CH:11]=[CH:10][CH:9]=1)[C:2]1[CH:7]=[CH:6][CH:5]=[CH:4][CH:3]=1. Procedure details: A solution of (25)-2-[[tert-butyl(diphenyl)silyl]oxymethyl]-2H-furan-5-one (compound 40c, 2.8 g, 8.0 mmol) in EtOAc (40 mL) was stirred with 10% palladium on carbon (280 mg) under hydrogen atmosphere overnight. The resulting mixture was filtered and the filtrate was concentrated in vacuo to afford 2.7 g of (5S)-5-[[tert-butyl(diphenyl)silyl]oxymethyl]tetrahydrofuran-2-one (compound 40d) as a viscous oil. MS obsd. (ESI+) [(M+H)+]: 355. Reactants: BrC=1C=NC(=CC1)C1CC1 (3-bromo-6-(cyclopropyl)pyridine), C(=O)C1=CC=C(C=C1)B(O)O (4-formylphenylboronic acid), P(=O)([O-])([O-])[O-].[K+].[K+].[K+] (tripotassium phosphate), C(CO)O (ethylene glycol). Reagents/catalysts: C(C)(=O)[O-].[Pd+2].C(C)(=O)[O-] (palladium(II) acetate). The solvent is O (water), C(C)(=O)OCC (ethyl acetate). Reaction conditions: temperature 80 celsius, time 3 hour. The product is C1(CC1)C1=CC=C(C=N1)C1=CC=C(C=O)C=C1 (4-(6-Cyclopropyl-3-pyridinyl)benzaldehyde). Isolated yield 80.3%. RXN SMILES: Br[C:2]1[CH:3]=[N:4][C:5]([CH:8]2[CH2:10][CH2:9]2)=[CH:6][CH:7]=1.[CH:11]([C:13]1[CH:18]=[CH:17][C:16](B(O)O)=[CH:15][CH:14]=1)=[O:12].P([O-])([O-])([O-])=O.[K+].[K+].[K+].C(O)CO>C([O-])(=O)C.[Pd+2].C([O-])(=O)C.C(OCC)(=O)C.O>[CH:8]1([C:5]2[N:4]=[CH:3][C:2]([C:16]3[CH:17]=[CH:18][C:13]([CH:11]=[O:12])=[CH:14][CH:15]=3)=[CH:7][CH:6]=2)[CH2:10][CH2:9]1 |f:2.3.4.5,7.8.9|. Reported procedure: A mixture of 3-bromo-6-(cyclopropyl)pyridine (2.00 g), 4-formylphenylboronic acid (1.82 g), palladium(II) acetate (113 mg), tripotassium phosphate (4.50 g) and ethylene glycol (16.8 mL) was stirred at 80° C. for 3 hours. After cooling the reaction mixture to room temperature, water was added to it and two extractions were conducted with ethyl acetate. The combined organic layers were washed with saturated brine and thereafter the crude product was adsorbed on diatomaceous earth, with the solvent...